Task: describe an organic reaction: reactants, conditions, products, and yield. Dataset: the Open Reaction Database (ORD), a public repository of structured organic reaction records The reactants are O=C([O-])O, COCc1ccc(C(=O)NCc2cc3ccc(OCc4ccccc4)cc3o2)c(N)n1, [Na+], O, O=C(O)C(F)(F)F, CSc1ccccc1. Yields the product COCc1ccc(C(=O)NCc2cc3ccc(O)cc3o2)c(N)n1. Reaction SMILES: [C:47](=[O:48])([OH:49])[O-:50].[NH2:8][c:9]1[c:10]([C:11](=[O:12])[NH:13][CH2:14][c:15]2[o:16][c:17]3[c:18]([cH:19]2)[cH:20][cH:21][c:22]([O:24][CH2:25][c:26]2[cH:27][cH:28][cH:29][cH:30][cH:31]2)[cH:23]3)[cH:32][cH:33][c:34]([CH2:36][O:37][CH3:38])[n:35]1.[Na+:51].[OH2:52].[OH:1][C:2]([C:3]([F:4])([F:5])[F:6])=[O:7].[c:39]1([S:40][CH3:41])[cH:42][cH:43][cH:44][cH:45][cH:46]1>>[NH2:8][c:9]1[c:10]([C:11](=[O:12])[NH:13][CH2:14][c:15]2[o:16][c:17]3[c:18]([cH:19]2)[cH:20][cH:21][c:22]([OH:24])[cH:23]3)[cH:32][cH:33][c:34]([CH2:36][O:37][CH3:38])[n:35]1. The reactants are N(=O)OCCC(C)C (isoamyl nitrite), NC1=C2N(C(NC2=NC(=N1)C1=NN(C2=NC=CC=C21)CC2=C(C=CC=C2)F)=O)C2CCC2 (6-Amino-7-cyclobutyl-2-[1-(2-fluorobenzyl)-1H-pyrazolo[3,4-b]pyridin-3-yl]-7,9-dihydro-8H-purin-8-one), C(O)([O-])=O.[Na+] (sodium hydrogencarbonate). The reagents and catalysts are [Cu](Cl)Cl (copper(II) chloride). Solvent: O1CCCC1 (tetrahydrofuran). Reaction conditions: time 8 hour. Product: C1(CCC1)N1C(NC2=NC(=NC=C12)C1=NN(C2=NC=CC=C21)CC2=C(C=CC=C2)F)=O (7-Cyclobutyl-2-[1-(2-fluorobenzyl)-1H-pyrazolo[3,4-b]pyridin-3-yl]-7,9-dihydro-8H-purin-8-one). Reaction SMILES: N[C:2]1[N:10]=[C:9]([C:11]2[C:19]3[C:14](=[N:15][CH:16]=[CH:17][CH:18]=3)[N:13]([CH2:20][C:21]3[CH:26]=[CH:25][CH:24]=[CH:23][C:22]=3[F:27])[N:12]=2)[N:8]=[C:7]2[C:3]=1[N:4]([CH:29]1[CH2:32][CH2:31][CH2:30]1)[C:5](=[O:28])[NH:6]2.N(OCCC(C)C)=O.C(=O)([O-])O.[Na+]>O1CCCC1.[Cu](Cl)Cl>[CH:29]1([N:4]2[C:3]3[C:7](=[N:8][C:9]([C:11]4[C:19]5[C:14](=[N:15][CH:16]=[CH:17][CH:18]=5)[N:13]([CH2:20][C:21]5[CH:26]=[CH:25][CH:24]=[CH:23][C:22]=5[F:27])[N:12]=4)=[N:10][CH:2]=3)[NH:6][C:5]2=[O:28])[CH2:32][CH2:31][CH2:30]1 |f:2.3|. Procedure: 50 mg (0.12 mmol) of the compound from example 121 were initially charged in tetrahydrofuran (5 ml), then 0.11 ml (0.81 mmol) of isoamyl nitrite and 3 mg (0.02 mmol) of copper(II) chloride were added, and the mixture was stirred at RT overnight. The reaction mixture was admixed with saturated aqueous sodium hydrogencarbonate solution and extracted twice with ethyl acetate. The collected organic phases were dried over sodium sulfate, filtered and concentrated. The residue was purified by means of...